This data is from the Open Reaction Database (ORD), a public repository of structured organic reaction records. The task is: describe an organic reaction: reactants, conditions, products, and yield The reactants are haloform, C(CCCCCC)C1=CC=C(C=C1)O (4-n-heptylphenol), acid chloride, C(CCCCCC)C(=O)O (n-heptanecarboxylic acid), C(C)(C)[N-]C(C)C.[Li+] (lithium diisopropylamide), BrCC1=CSC=C1 (3-bromomethylthiophene), C1(CCCCC1)N=C=NC1CCCCC1 (dicyclohexylcarbodiimide), C(CCCC)C1CC2=C(SC(=C2)C(=O)O)C1 (5-n-pentyl-5,6-dihydro-4-H-cyclopenta[b]thiophene-2-carboxylic acid). Reagents/catalysts: CN(C1=CC=NC=C1)C (4-dimethylaminopyridine). Run in C(Cl)Cl (methylene chloride), C(Cl)Cl (methylene chloride). The product is C(CCCC)C1CC2=C(SC(=C2)C(=O)OC2=CC=C(C=C2)CCCCCCC)C1 (4-n-heptylphenyl 5-n-pentyl-5,6-dihydro-4-H-cyclopenta[b]thiophene-2-carboxylate). RXN SMILES: C1(N=C=NC2CCCCC2)CCCCC1.[CH2:16]([CH:21]1[CH2:31][C:24]2[S:25][C:26]([C:28]([OH:30])=[O:29])=[CH:27][C:23]=2[CH2:22]1)[CH2:17][CH2:18][CH2:19][CH3:20].BrCC1C=CSC=1.C(C(O)=O)CCCCCC.C([N-]C(C)C)(C)C.[Li+].[CH2:57]([C:64]1[CH:69]=[CH:68][C:67](O)=[CH:66][CH:65]=1)[CH2:58][CH2:59][CH2:60][CH2:61][CH2:62][CH3:63]>C(Cl)Cl.CN(C)C1C=CN=CC=1>[CH2:16]([CH:21]1[CH2:31][C:24]2[S:25][C:26]([C:28]([O:30][C:67]3[CH:66]=[CH:65][C:64]([CH2:57][CH2:58][CH2:59][CH2:60][CH2:61][CH2:62][CH3:63])=[CH:69][CH:68]=3)=[O:29])=[CH:27][C:23]=2[CH2:22]1)[CH2:17][CH2:18][CH2:19][CH3:20] |f:4.5|. Procedure: 1.63 g of dicyclohexylcarbodiimide in 2.5 ml of methylene chloride are added to a mixture of 1.78 g of 5-n-pentyl-5,6-dihydro-4-H-cyclopenta[b]thiophene-2-carboxylic acid (which can be prepared from 3-bromomethylthiophene by reaction with n-heptanecarboxylic acid and lithium diisopropylamide, subsequent cyclization via the corresponding acid chloride, reduction of the carbonyl group (for example Wolff-Kishner reduction), Friedel-Crafts acetylation and a haloform reaction), 0.098 g of 4-dimethyla... The reactants are COc1ccc(C2CCCCC2)cc1N, COCCN1C(=O)C(Cl)=C(c2ccccc2)S1(=O)=O. Product: COCCN1C(=O)C(Nc2cc(C3CCCCC3)ccc2OC)=C(c2ccccc2)S1(=O)=O. Reaction SMILES: [CH:20]1([c:26]2[cH:27][cH:28][c:29]([O:33][CH3:34])[c:30]([NH2:31])[cH:32]2)[CH2:21][CH2:22][CH2:23][CH2:24][CH2:25]1.[Cl:1][C:2]1=[C:6]([c:7]2[cH:8][cH:9][cH:10][cH:11][cH:12]2)[S:5](=[O:13])(=[O:14])[N:4]([CH2:15][CH2:16][O:17][CH3:18])[C:3]1=[O:19]>>[C:2]1([NH:31][c:30]2[c:29]([O:33][CH3:34])[cH:28][cH:27][c:26]([CH:20]3[CH2:21][CH2:22][CH2:23][CH2:24][CH2:25]3)[cH:32]2)=[C:6]([c:7]2[cH:8][cH:9][cH:10][cH:11][cH:12]2)[S:5](=[O:13])(=[O:14])[N:4]([CH2:15][CH2:16][O:17][CH3:18])[C:3]1=[O:19]. Starting materials: C1CCOC1, CC(C)OC(=O)N=NC(=O)OC(C)C, CC(C)(C)OC(=O)Nc1cccc(CCO)n1, COC(=O)CC(C)(C)Cc1ccc(O)cc1, c1ccc(P(c2ccccc2)c2ccccc2)cc1. Product: COC(=O)CC(C)(C)Cc1ccc(OCCc2cccc(NC(=O)OC(C)(C)C)n2)cc1. Reaction SMILES: [CH2:67]1[O:68][CH2:69][CH2:70][CH2:71]1.[O:53]=[C:54]([O:55][CH:56]([CH3:57])[CH3:58])[N:59]=[N:60][C:61]([O:62][CH:63]([CH3:64])[CH3:65])=[O:66].[OH:17][CH2:18][CH2:19][c:20]1[cH:21][cH:22][cH:23][c:24]([NH:26][C:27]([O:28][C:29]([CH3:30])([CH3:31])[CH3:32])=[O:33])[n:25]1.[OH:1][c:2]1[cH:3][cH:4][c:5]([CH2:8][C:9]([CH2:10][C:11](=[O:12])[O:13][CH3:14])([CH3:15])[CH3:16])[cH:6][cH:7]1.[c:34]1([P:35]([c:36]2[cH:37][cH:38][cH:39][cH:40][cH:41]2)[c:42]2[cH:43][cH:44][cH:45][cH:46][cH:47]2)[cH:48][cH:49][cH:50][cH:51][cH:52]1>>[O:1]([c:2]1[cH:3][cH:4][c:5]([CH2:8][C:9]([CH2:10][C:11](=[O:12])[O:13][CH3:14])([CH3:15])[CH3:16])[cH:6][cH:7]1)[CH2:18][CH2:19][c:20]1[cH:21][cH:22][cH:23][c:24]([NH:26][C:27]([O:28][C:29]([CH3:30])([CH3:31])[CH3:32])=[O:33])[n:25]1.